From a dataset of the Open Reaction Database (ORD), a public repository of structured organic reaction records. describe an organic reaction: reactants, conditions, products, and yield Reactants: [Cr](=O)(=O)([O-])Cl.[NH+]1=CC=CC=C1 (Pyridinium chlorochromate), C[C@@H]1CC[C@@]2([C@H]([C@H]3[C@@H](O2)C[C@@H]4[C@@]3(CC[C@H]5[C@H]4CC[C@@H]6[C@@]5(CC[C@@H](C6)O)C)C)C)OC1 (tigogenin). Solvent: C(Cl)Cl (CH2Cl2), 1000, CCOCC (Et2O). Run at time 5 hour. The product is C[C@H]1[C@H]2[C@H](C[C@H]3[C@@H]4CC[C@H]5CC(CC[C@]5(C)[C@H]4CC[C@]23C)=O)O[C@]12CC[C@@H](C)CO2 ((5α,25R)-spirostan-3-one). The yield is 90.4%. RXN SMILES: [Cr](Cl)([O-])(=O)=O.[NH+]1C=CC=CC=1.[CH3:12][C@H:13]1[CH2:41][O:40][C@@:16]2([O:20][C@H:19]3[CH2:21][C@H:22]4[C@@H:27]5[CH2:28][CH2:29][C@H:30]6[CH2:35][C@@H:34]([OH:36])[CH2:33][CH2:32][C@:31]6([CH3:37])[C@H:26]5[CH2:25][CH2:24][C@:23]4([CH3:38])[C@H:18]3[C@@H:17]2[CH3:39])[CH2:15][CH2:14]1>C(Cl)Cl.CCOCC>[CH3:39][C@@H:17]1[C@:16]2([O:40][CH2:41][C@H:13]([CH3:12])[CH2:14][CH2:15]2)[O:20][C@H:19]2[CH2:21][C@@H:22]3[C@@:23]([CH3:38])([C@@H:18]12)[CH2:24][CH2:25][C@H:26]1[C@H:27]3[CH2:28][CH2:29][C@@H:30]2[C@:31]1([CH3:37])[CH2:32][CH2:33][C:34](=[O:36])[CH2:35]2 |f:0.1|. Reported procedure: Pyridinium chlorochromate (PCC) was added to a mixture of tigogenin (50.00 g, 120.0 mmol), celite (160 g), in CH2Cl2 (1000 mL) at 0° C. The reaction was allowed to come to ambient temperature and was stirred for 5 hours. The reaction was diluted with 1000 4 mL Et2O and was filtered through a silica gel plug. The plug was washed with an additional 6000 mL Et2O. The filtrate was concentrated in vacuo to afford 45.00 g of the title compound (90.4%). Starting materials: OC=1C=C(C=CC1)C(C)=O (1-(3-hydroxyphenyl)ethanone), BrCCCCCCCl (1-bromo-6-chlorohexane). Product: ClCCCCCCOC=1C=C(C=CC1)C(C)=O (1-{3-[(6-CHLOROHEXYL)OXY]PHENYL}ETHANONE). RXN SMILES: [OH:1][C:2]1[CH:3]=[C:4]([C:8](=[O:10])[CH3:9])[CH:5]=[CH:6][CH:7]=1.Br[CH2:12][CH2:13][CH2:14][CH2:15][CH2:16][CH2:17][Cl:18]>>[Cl:18][CH2:17][CH2:16][CH2:15][CH2:14][CH2:13][CH2:12][O:1][C:2]1[CH:3]=[C:4]([C:8](=[O:10])[CH3:9])[CH:5]=[CH:6][CH:7]=1. Procedure: Prepared by Procedure U and Scheme AK using 1-(3-hydroxyphenyl)ethanone and 1-bromo-6-chlorohexane. Reactants: COc1ccc(S(=O)(=O)N2CC=CCC(CO)C2C(=O)OC(C)(C)C)cc1, COc1ccc(S(=O)(=O)N2CCCCC(COC(C)=O)C2C(=O)O)cc1. Product: COc1ccc(S(=O)(=O)N2CC=CCC(COC(C)=O)C2C(=O)O)cc1. RXN SMILES: [C:1]([O:2][C:3]([CH:4]1[CH:5]([CH2:6][OH:7])[CH2:8][CH:9]=[CH:10][CH2:11][N:12]1[S:13]([c:14]1[cH:15][cH:16][c:17]([O:18][CH3:19])[cH:20][cH:21]1)(=[O:22])=[O:23])=[O:24])([CH3:25])([CH3:26])[CH3:27].[C:28]([CH3:29])(=[O:30])[O:31][CH2:32][CH:33]1[CH:34]([C:51](=[O:52])[OH:53])[N:35]([S:40](=[O:41])(=[O:42])[c:43]2[cH:44][cH:45][c:46]([O:49][CH3:50])[cH:47][cH:48]2)[CH2:36][CH2:37][CH2:38][CH2:39]1>>[C:28]([CH3:29])(=[O:30])[O:31][CH2:32][CH:33]1[CH:34]([C:51](=[O:52])[OH:53])[N:35]([S:40](=[O:41])(=[O:42])[c:43]2[cH:44][cH:45][c:46]([O:49][CH3:50])[cH:47][cH:48]2)[CH2:36][CH:37]=[CH:38][CH2:39]1. Starting materials: C(C)[Zn]CC (diethyl zinc), ICI (diiodomethane), C(C)(C)(C)OC(=O)[C@@]12C(C(N(C1)[C@H](C)C1=CC=CC=C1)=O)=COC2 ((S)-6-oxo-5-[(R)-1-phenylethyl]-5,6-dihydro-4H-furo[3,4-c]pyrrole-3a-carboxylic acid tert-butyl ester). The solvent is ClCCl (dichloromethane), ClCCl (dichloromethane). Run at time 15 minute. Product: C(C)(C)(C)OC(=O)C12CN(C(C23[C@@H](OC1)C3)=O)[C@H](C)C3=CC=CC=C3 ((S)-6-Oxo-5-[(R)-1-phenylethyl]tetrahydro-2-oxa-5-azacyclopropa[c]pentalene-3a-carboxylic acid tert-butyl ester). RXN SMILES: [CH2:1]([Zn]CC)C.ICI.[C:9]([O:13][C:14]([C@@:16]12[CH2:32][O:31][CH:30]=[C:17]1[C:18](=[O:29])[N:19]([C@@H:21]([C:23]1[CH:28]=[CH:27][CH:26]=[CH:25][CH:24]=1)[CH3:22])[CH2:20]2)=[O:15])([CH3:12])([CH3:11])[CH3:10]>ClCCl>[C:9]([O:13][C:14]([C:16]12[CH2:32][O:31][C@H:30]3[CH2:1][C:17]13[C:18](=[O:29])[N:19]([C@@H:21]([C:23]1[CH:28]=[CH:27][CH:26]=[CH:25][CH:24]=1)[CH3:22])[CH2:20]2)=[O:15])([CH3:10])([CH3:11])[CH3:12]. Reported procedure: To a solution of diethyl zinc (1M hexane solution, 22.3 ml) in dichloromethane (75 mL) was added dropwise diiodomethane (1.79 mL, 22.3 mmol) at −10° C., and the mixture was stirred for 15 min at the same temperature. A solution of (S)-6-oxo-5-[(R)-1-phenylethyl]-5,6-dihydro-4H-furo[3,4-c]pyrrole-3a-carboxylic acid tert-butyl ester in dichloromethane was added at −10° C., and the resulting mixture was stirred for 8 h at room temperature. The reaction mixture was quenched with 10% aq. citric acid.... The reactants are FC1=C(C=C(C=C1)C(F)(F)F)NC1=NC=NC2=C(C=CC=C12)N (N4-(2-fluoro-5-(trifluoromethyl)phenyl)quinazoline-4,8-diamine), CCN(C(C)C)C(C)C (DIPEA), ClC1=CC=CC(=C1C(=O)O)F (6-chloro-2-fluorobenzoic acid), C(C(=O)Cl)(=O)Cl (oxalyl chloride). Reaction SMILES: [F:1][C:2]1[CH:7]=[CH:6][C:5]([C:8]([F:11])([F:10])[F:9])=[CH:4][C:3]=1[NH:12][C:13]1[C:22]2[C:17](=[C:18]([NH2:23])[CH:19]=[CH:20][CH:21]=2)[N:16]=[CH:15][N:14]=1.[Cl:24][C:25]1[C:30]([C:31](O)=[O:32])=[C:29]([F:34])[CH:28]=[CH:27][CH:26]=1.C(Cl)(=O)C(Cl)=O.CCN(C(C)C)C(C)C>CN(C=O)C.C(Cl)Cl>[Cl:24][C:25]1[CH:26]=[CH:27][CH:28]=[C:29]([F:34])[C:30]=1[C:31]([NH:23][C:18]1[CH:19]=[CH:20][CH:21]=[C:22]2[C:17]=1[N:16]=[CH:15][N:14]=[C:13]2[NH:12][C:3]1[CH:4]=[C:5]([C:8]([F:9])([F:10])[F:11])[CH:6]=[CH:7][C:2]=1[F:1])=[O:32]. Solvent: C(Cl)Cl (CH2Cl2). The reagents and catalysts are CN(C)C=O (DMF). Isolated yield 52.2%. Procedure details: The title compound was prepared following the procedure described in Example-1 using N4-(2-fluoro-5-(trifluoromethyl)phenyl)quinazoline-4,8-diamine (Intermediate-14, 60 mg, 0.18 mmol), 6-chloro-2-fluorobenzoic acid (48 mg, 0.27 mmol), oxalyl chloride (52 mg, 0.41 mmol), DMF (1 drop) and DIPEA (70 mg, 0.54 mmol) in CH2Cl2 (2 mL) to afford 45 mg of the title product. 1H NMR (300 MHz, DMSO-d6): δ 10.69 (s, 1H), 10.16 (s, 1H), 8.80 (d, J=7.5 Hz, 1H), 8.57 (s, 1H), 8.23 (d, J=8.4 Hz, 1H), 8.02 (d, J=... The product is ClC1=C(C(=O)NC=2C=CC=C3C(=NC=NC23)NC2=C(C=CC(=C2)C(F)(F)F)F)C(=CC=C1)F (2-Chloro-6-fluoro-N-(4-((2-fluoro-5-(trifluoromethyl)phenyl)amino)quinazolin-8-yl)benzamide).